Dataset: the Open Reaction Database (ORD), a public repository of structured organic reaction records. Task: describe an organic reaction: reactants, conditions, products, and yield The reactants are C1(=CC=CC=C1)C1=CC=C(C=C1)O (4-phenylphenol), ClCC(CCCl)O (1,4-dichloro-2-butanol), [OH-].[Na+] (sodium hydroxide). Run in O (water). Conditions: temperature 40 celsius. Yields the product ClCCC(COC1=CC=C(C=C1)C1=CC=CC=C1)O (4-Chloro-(4-biphenylyloxy)-2-butanol). As a reaction SMILES: [C:1]1([C:7]2[CH:12]=[CH:11][C:10]([OH:13])=[CH:9][CH:8]=2)[CH:6]=[CH:5][CH:4]=[CH:3][CH:2]=1.[OH-].[Na+].Cl[CH2:17][CH:18]([OH:22])[CH2:19][CH2:20][Cl:21]>O>[Cl:21][CH2:20][CH2:19][CH:18]([OH:22])[CH2:17][O:13][C:10]1[CH:9]=[CH:8][C:7]([C:1]2[CH:2]=[CH:3][CH:4]=[CH:5][CH:6]=2)=[CH:12][CH:11]=1 |f:1.2|. Procedure details: To a solution of 1 mole (158 g.) of 4-phenylphenol 100 g. of sodium hydroxide and 500 ml. of water was added 1 mole (143.02 g.) of 1,4-dichloro-2-butanol with stirring at 40° C. The resulting mixture was heated at 68° C. in a steam bath for 6 hr., cooled and extracted with 300 ml. of chloroform. The chloroform extract was washed with water to neutrality, dried over sodium sulfate and concentrated to dryness. The solid residue was recrystallized with isopropanol and yielded 180 g. of a white crys...